This data is from the Open Reaction Database (ORD), a public repository of structured organic reaction records. The task is: describe an organic reaction: reactants, conditions, products, and yield Starting materials: OC=1C(=CC2=C(OCO2)C1)C(C)=O (1-(6-hydroxybenzo[d][1,3]dioxol-5-yl)ethanone), C1N2CN3CN1CN(C2)C3 (hexamethylenetetramine), FC(C(=O)O)(F)F (trifluoroacetic acid), C1(=CC=CC=C1)C (toluene). Reaction conditions: temperature 40 celsius, time 12 hour. The product is C(C)(=O)C=1C(=C(C2=C(OCO2)C1)C=O)O (6-acetyl-5-hydroxybenzo[d][1,3]dioxole-4-carboxaldehyde). Isolated yield 6.0%. As a reaction SMILES: [OH:1][C:2]1[C:3]([C:11](=[O:13])[CH3:12])=[CH:4][C:5]2[O:9][CH2:8][O:7][C:6]=2[CH:10]=1.C1N2CN3CN(C2)CN1C3.C1(C)C=CC=CC=1.FC(F)(F)[C:33](O)=[O:34]>>[C:11]([C:3]1[C:2]([OH:1])=[C:10]([CH:33]=[O:34])[C:6]2[O:7][CH2:8][O:9][C:5]=2[CH:4]=1)(=[O:13])[CH3:12]. Procedure details: A solution of 1-(6-hydroxybenzo[d][1,3]dioxol-5-yl)ethanone (1.5 g, 8.3 mmol) in trifluoroacetic acid (15 mL) was added with hexamethylenetetramine (1.7 g, 13 mmol), and the mixture was stirred at 40° C. for 12 hours. The reaction mixture was added with toluene, and then the solvent was evaporated under reduced pressure. The residue was dissolved in ethyl acetate, and the solution was successively washed with water, saturated aqueous sodium hydrogencarbonate, and saturated brine. The organic lay... The reactants are CI (methyl iodide), FC(C=1C=C(C=CC1)C=1N=C(NC1)C1CCN(CC1)C(=O)OC(C)(C)C)(F)F (tert-butyl 4-(4-(3-(trifluoromethyl)phenyl)-1H-imidazol-2-yl)piperidine-1-carboxylate), C(C)OCC (diethyl ether), [H-].[Na+] (sodium hydride). Solvent: C1CCOC1 (THF). Conditions: temperature 0 celsius, time 1 hour. The product is CN1C(=NC(=C1)C1=CC(=CC=C1)C(F)(F)F)C1CCN(CC1)C(=O)OC(C)(C)C (tert-butyl 4-(1-methyl-4-(3-(trifluoromethyl)phenyl)-1H-imidazol-2-yl)piperidine-1-carboxylate). Isolated yield 76.0%. RXN SMILES: [F:1][C:2]([F:28])([F:27])[C:3]1[CH:4]=[C:5]([C:9]2[N:10]=[C:11]([CH:14]3[CH2:19][CH2:18][N:17]([C:20]([O:22][C:23]([CH3:26])([CH3:25])[CH3:24])=[O:21])[CH2:16][CH2:15]3)[NH:12][CH:13]=2)[CH:6]=[CH:7][CH:8]=1.[CH2:29](OCC)C.[H-].[Na+].CI>C1COCC1>[CH3:29][N:12]1[CH:13]=[C:9]([C:5]2[CH:6]=[CH:7][CH:8]=[C:3]([C:2]([F:27])([F:1])[F:28])[CH:4]=2)[N:10]=[C:11]1[CH:14]1[CH2:19][CH2:18][N:17]([C:20]([O:22][C:23]([CH3:24])([CH3:25])[CH3:26])=[O:21])[CH2:16][CH2:15]1 |f:2.3|. Procedure: Add tert-butyl 4-(4-(3-(trifluoromethyl)phenyl)-1H-imidazol-2-yl)piperidine-1-carboxylate (540 mg, 1.36 mmol) to diethyl ether (100 mL) and cool to 0° C. Add sodium hydride (55 mg, 1.5 mmol, 60% in mineral oil) to the mixture followed by methyl iodide (0.142 mL, 2.72 mmol). Stir the mixture for 1 h at 0° C. and warm to room temperature. Add THF (40 mL) and stir the mixture for 12 h. Concentrate the mixture, and purify the residue by silica gel chromatography (120 g RediSep column, elute with a g... The reactants are O=C(NCc1cn(-c2ccccc2)c2cc(Cl)ccc2c1=O)c1cnc(Br)s1, CN1CCNCC1. Yields the product CN1CCN(c2ncc(C(=O)NCc3cn(-c4ccccc4)c4cc(Cl)ccc4c3=O)s2)CC1. Reaction SMILES: [Br:1][c:2]1[s:3][c:4]([C:7](=[O:8])[NH:9][CH2:10][c:11]2[cH:12][n:13](-[c:23]3[cH:24][cH:25][cH:26][cH:27][cH:28]3)[c:14]3[cH:15][c:16]([Cl:22])[cH:17][cH:18][c:19]3[c:20]2=[O:21])[cH:5][n:6]1.[CH3:29][N:30]1[CH2:31][CH2:32][NH:33][CH2:34][CH2:35]1>>[c:2]1([N:33]2[CH2:32][CH2:31][N:30]([CH3:29])[CH2:35][CH2:34]2)[s:3][c:4]([C:7](=[O:8])[NH:9][CH2:10][c:11]2[cH:12][n:13](-[c:23]3[cH:24][cH:25][cH:26][cH:27][cH:28]3)[c:14]3[cH:15][c:16]([Cl:22])[cH:17][cH:18][c:19]3[c:20]2=[O:21])[cH:5][n:6]1. The reactants are IC1=NNC2=CC(=CC=C12)[C@@H]1C[C@@]12C(NC1=CC=CC=C21)=O ((1R,2S)-2-(3-iodo-1H-indazol-6-yl)spiro[cyclopropane-1,3′-indolin]-2′-one), N1N=CC2=CC=C(C=C12)[C@@H]1C[C@@]12C(N(C1=CC=CC=C21)CCOC)=O ((1R,2S)-2-(1H-indazol-6-yl)-1′-(2-methoxyethyl)spiro[cyclopropane-1,3′-indolin]-2′-one). Yields the product IC1=NNC2=CC(=CC=C12)[C@@H]1C[C@@]12C(N(C1=CC=CC=C21)CCOC)=O ((1R,2S)-2-(3-iodo-1H-indazol-6-yl)-1′-(2-methoxyethyl)spiro[cyclopropane-1,3′-indolin]-2′-one). Isolated yield 66.0%. As a reaction SMILES: [I:1][C:2]1[C:10]2[C:5](=[CH:6][C:7]([C@H:11]3[C@@:13]4([C:21]5[C:16](=[CH:17][CH:18]=[CH:19][CH:20]=5)[NH:15][C:14]4=[O:22])[CH2:12]3)=[CH:8][CH:9]=2)[NH:4][N:3]=1.N1C2C(=CC=C([C@H]3[C@@]4(C5C(=CC=CC=5)N([CH2:43][CH2:44][O:45][CH3:46])C4=O)C3)C=2)C=N1>>[I:1][C:2]1[C:10]2[C:5](=[CH:6][C:7]([C@H:11]3[C@@:13]4([C:21]5[C:16](=[CH:17][CH:18]=[CH:19][CH:20]=5)[N:15]([CH2:43][CH2:44][O:45][CH3:46])[C:14]4=[O:22])[CH2:12]3)=[CH:8][CH:9]=2)[NH:4][N:3]=1. Procedure details: The title compound was prepared in a manner similar to the method of (1R,2S)-2-(3-iodo-1H-indazol-6-yl)spiro[cyclopropane-1,3′-indolin]-2′-one using (1R,2S)-2-(1H-indazol-6-yl)-1′-(2-methoxyethyl)spiro[cyclopropane-1,3′-indolin]-2′-one (260 mg, 0.779 mmol). Purification using 0-30% EtOAc in hexane on Biotage Isolera with SNAP 25 g column yielded the title compound as a white solid (235 mg, 66%; 98% e.e.) with the major (1R,2S) enantiomer eluting at 2.6 min (Phenomenex Lux 5μ Amylose-2 150×4.6 mm...